From a dataset of the Open Reaction Database (ORD), a public repository of structured organic reaction records. describe an organic reaction: reactants, conditions, products, and yield Starting materials: NC1CCN(C2CCCCC2)C1, CCOC(=O)C=Cc1cnc(Cl)cn1, Cl, Cl, [K+], [K+], O=C([O-])[O-], CN(C)C=O. The product is CCOC(=O)C=Cc1cnc(NC2CCN(C3CCCCC3)C2)cn1. As a reaction SMILES: [CH:17]1([N:23]2[CH2:24][CH:25]([NH2:28])[CH2:26][CH2:27]2)[CH2:18][CH2:19][CH2:20][CH2:21][CH2:22]1.[Cl:1][c:2]1[n:3][cH:4][c:5]([CH:8]=[CH:9][C:10](=[O:11])[O:12][CH2:13][CH3:14])[n:6][cH:7]1.[ClH:15].[ClH:16].[K+:29].[K+:30].[O-:31][C:32]([O-:33])=[O:34].[O:35]=[CH:36][N:37]([CH3:38])[CH3:39]>>[c:2]1([NH:28][CH:25]2[CH2:24][N:23]([CH:17]3[CH2:18][CH2:19][CH2:20][CH2:21][CH2:22]3)[CH2:27][CH2:26]2)[n:3][cH:4][c:5]([CH:8]=[CH:9][C:10](=[O:11])[O:12][CH2:13][CH3:14])[n:6][cH:7]1. Reactants: [OH-].[Na+] (NaOH), C(C)O (ethanol), ClC=1C=C2C(CCOC2=CC1OC1=CC=C(C=C1)C(NCCC=1C(=NC(=CC1)C(F)(F)F)C1CC1)=O)C(=O)OCC (Ethyl 6-chloro-7-(4-(2-(2-cyclopropyl-6-(trifluoromethyl)pyridin-3-yl)ethylcarbamoyl)phenoxy)chroman-4-carboxylate). Solvent: C(C)(=O)OCC (ethyl acetate), Cl (HCl), C1CCOC1 (THF). Conditions: time 2 hour. Yields the product ClC=1C=C2C(CCOC2=CC1OC1=CC=C(C=C1)C(NCCC=1C(=NC(=CC1)C(F)(F)F)C1CC1)=O)C(=O)O (6-chloro-7-(4-(2-(2-cyclopropyl-6-(trifluoromethyl)pyridin-3-yl)ethylcarbamoyl)phenoxy)chroman-4-carboxylic acid). The yield is 100.0%. Reaction SMILES: [Cl:1][C:2]1[CH:3]=[C:4]2[C:9](=[CH:10][C:11]=1[O:12][C:13]1[CH:18]=[CH:17][C:16]([C:19](=[O:36])[NH:20][CH2:21][CH2:22][C:23]3[C:24]([CH:33]4[CH2:35][CH2:34]4)=[N:25][C:26]([C:29]([F:32])([F:31])[F:30])=[CH:27][CH:28]=3)=[CH:15][CH:14]=1)[O:8][CH2:7][CH2:6][CH:5]2[C:37]([O:39]CC)=[O:38].[OH-].[Na+].C(O)C>C1COCC1.C(OCC)(=O)C.Cl>[Cl:1][C:2]1[CH:3]=[C:4]2[C:9](=[CH:10][C:11]=1[O:12][C:13]1[CH:14]=[CH:15][C:16]([C:19](=[O:36])[NH:20][CH2:21][CH2:22][C:23]3[C:24]([CH:33]4[CH2:34][CH2:35]4)=[N:25][C:26]([C:29]([F:30])([F:32])[F:31])=[CH:27][CH:28]=3)=[CH:17][CH:18]=1)[O:8][CH2:7][CH2:6][CH:5]2[C:37]([OH:39])=[O:38] |f:1.2|. Procedure: Ethyl 6-chloro-7-(4-(2-(2-cyclopropyl-6-(trifluoromethyl)pyridin-3-yl)ethylcarbamoyl)phenoxy)chroman-4-carboxylate (15 mg, 0.025 mmol) was diluted with THF (200 μL) followed by the addition of aq. 1N NaOH (127 μL, 0.13 mmol) and ethanol (100 μL). After stirring for 2 hours, the reaction was diluted with ethyl acetate and 2N aqueous HCl. The layers were separated and the organic layer was dried over MgSO4, filtered and concentrated to yield 6-chloro-7-(4-(2-(2-cyclopropyl-6-(trifluoromethyl)pyrid... The reactants are [BH4-], CCCO, CC(=O)O, [Na+], COc1ccc(CCC(=O)c2cc(OC)ccc2O)c(OC)c1. Yields the product COc1ccc(CCC(O)c2cc(OC)ccc2O)c(OC)c1. RXN SMILES: [BH4-:24].[CH2:30]([OH:31])[CH2:32][CH3:33].[CH3:26][C:27](=[O:28])[OH:29].[Na+:25].[OH:1][c:2]1[c:3]([C:10]([CH2:11][CH2:12][c:13]2[c:14]([O:21][CH3:22])[cH:15][c:16]([O:19][CH3:20])[cH:17][cH:18]2)=[O:23])[cH:4][c:5]([O:8][CH3:9])[cH:6][cH:7]1>>[OH:1][c:2]1[c:3]([CH:10]([CH2:11][CH2:12][c:13]2[c:14]([O:21][CH3:22])[cH:15][c:16]([O:19][CH3:20])[cH:17][cH:18]2)[OH:23])[cH:4][c:5]([O:8][CH3:9])[cH:6][cH:7]1.